This data is from the Open Reaction Database (ORD), a public repository of structured organic reaction records. The task is: describe an organic reaction: reactants, conditions, products, and yield Conditions: temperature 140 celsius. Product: BrC=1C(=NC=C(C(=O)NC2=CC=C(C=C2)OC(F)(F)Cl)C1)N1C[C@H](CC1)O ((S)-5-Bromo-N-(4-(chlorodifluoromethoxy)phenyl)-6-(3-hydroxypyrrolidin-1-yl)nicotinamide). Run in CC(C)O (iPrOH), CCOC(=O)C (EtOAc). RXN SMILES: CCN(C(C)C)C(C)C.[Br:10][C:11]1[C:12](Cl)=[N:13][CH:14]=[C:15]([CH:30]=1)[C:16]([NH:18][C:19]1[CH:24]=[CH:23][C:22]([O:25][C:26]([Cl:29])([F:28])[F:27])=[CH:21][CH:20]=1)=[O:17].[NH:32]1[CH2:36][CH2:35][C@H:34]([OH:37])[CH2:33]1>CC(O)C.CCOC(C)=O>[Br:10][C:11]1[C:12]([N:32]2[CH2:36][CH2:35][C@H:34]([OH:37])[CH2:33]2)=[N:13][CH:14]=[C:15]([CH:30]=1)[C:16]([NH:18][C:19]1[CH:24]=[CH:23][C:22]([O:25][C:26]([Cl:29])([F:28])[F:27])=[CH:21][CH:20]=1)=[O:17]. Reactants: CCN(C(C)C)C(C)C (DIPEA), BrC=1C(=NC=C(C(=O)NC2=CC=C(C=C2)OC(F)(F)Cl)C1)Cl (5-bromo-6-chloro-N-(4-(chlorodifluoromethoxy)phenyl)nicotinamide), N1C[C@H](CC1)O ((S)-pyrrolidin-3-ol). Procedure details: DIPEA (190 μL, 1.1 mmol) was added to a solution of 5-bromo-6-chloro-N-(4-(chlorodifluoromethoxy)phenyl)nicotinamide (Stage 169.2, 206 mg, 0.5 mmol) and (S)-pyrrolidin-3-ol (52.3 mg, 0.6 mmol) in iPrOH (500 μL) in a vial, which was sealed and heated at 140° C. for 1 h. After cooling at RT, the RM was dissolved in EtOAc, washed with 0.5 M aq. HCl and brine, dried over Na2SO4 and the solvent was evaporated off under reduced pressure to give the crude product which was purified by flash chromatogra... Procedure: By the reaction in the same manner as in Example 33-(i) using 2-bromo-4-nitroanisole (5.41 g), iron powder (6.49 g) and acetic anhydride (4.4 ml), the title compound (4.87 g) was obtained as a colorless powder crystals. Reaction SMILES: [Br:1][C:2]1[CH:7]=[C:6]([N+:8]([O-])=O)[CH:5]=[CH:4][C:3]=1[O:11][CH3:12].[C:13](OC(=O)C)(=[O:15])[CH3:14]>[Fe]>[Br:1][C:2]1[CH:7]=[C:6]([NH:8][C:13](=[O:15])[CH3:14])[CH:5]=[CH:4][C:3]=1[O:11][CH3:12]. The product is BrC=1C=C(C=CC1OC)NC(C)=O (N-(3-bromo-4-methoxyphenyl)acetamide). Reagents/catalysts: [Fe] (iron). The reactants are BrC1=C(C=CC(=C1)[N+](=O)[O-])OC (2-bromo-4-nitroanisole), C(C)(=O)OC(C)=O (acetic anhydride). The reactants are C(C1=CC=CC=C1)OC1=C(C=C(C(=O)NCC(=O)N[C@@H]2[C@@H](C[C@@H](CC2)C(=O)OC(C)(C)C)C(=O)O)C=C1)C(C)(C)C ((1R,2S,5R)-2-(2-(4-(benzyloxy)-3-tert-butylbenzamido)acetamido)-5-(tert-butoxycarbonyl)cyclohexanecarboxylic acid), [H][H] (hydrogen). The reagents and catalysts are [Pd] (Pd/C). Solvent: CO (MeOH). The product is C(C)(C)(C)OC(=O)[C@@H]1CC[C@@H]([C@@H](C1)C(=O)O)NC(CNC(C1=CC(=C(C=C1)O)C(C)(C)C)=O)=O ((1R,2S,5R)-5-(tert-butoxycarbonyl)-2-(2-(3-tert-butyl-4-hydroxybenzamido)acetamido)cyclohexanecarboxylic acid). Yield: 107.4%. Reaction SMILES: C([O:8][C:9]1[CH:37]=[CH:36][C:12]([C:13]([NH:15][CH2:16][C:17]([NH:19][C@H:20]2[CH2:25][CH2:24][C@@H:23]([C:26]([O:28][C:29]([CH3:32])([CH3:31])[CH3:30])=[O:27])[CH2:22][C@H:21]2[C:33]([OH:35])=[O:34])=[O:18])=[O:14])=[CH:11][C:10]=1[C:38]([CH3:41])([CH3:40])[CH3:39])C1C=CC=CC=1.[H][H]>CO.[Pd]>[C:29]([O:28][C:26]([C@H:23]1[CH2:22][C@@H:21]([C:33]([OH:35])=[O:34])[C@@H:20]([NH:19][C:17](=[O:18])[CH2:16][NH:15][C:13](=[O:14])[C:12]2[CH:36]=[CH:37][C:9]([OH:8])=[C:10]([C:38]([CH3:41])([CH3:40])[CH3:39])[CH:11]=2)[CH2:25][CH2:24]1)=[O:27])([CH3:32])([CH3:30])[CH3:31]. Procedure: A suspension of (1R,2S,5R)-2-(2-(4-(benzyloxy)-3-tert-butylbenzamido)acetamido)-5-(tert-butoxycarbonyl)cyclohexanecarboxylic acid (100 mg, 0.17 mmol) and 10% Pd/C (100 mg) in MeOH (10 mL) was exposed to an atmosphere of hydrogen for 14 h. The reaction mixture was filtered through diatomaceous earth, rinsed with MeOH (400 mL) and concentrated in vacuo to provide (1R,2S,5R)-5-(tert-butoxycarbonyl)-2-(2-(3-tert-butyl-4-hydroxybenzamido)acetamido)cyclohexanecarboxylic acid (87 mg, quant.) as a white... Reactants: FC(C=1C=C(CNC(=O)N)C=CC1)(F)F ((3-Trifluoromethyl-benzyl)-urea), C(C1=CC=CC=C1)(=O)N=C=S (benzoylisothiocyanate). Solvent: CC(=O)C (acetone). Conditions: time 18 hour. The product is FC(C=1C=C(CNC(NC(=S)NC(C2=CC=CC=C2)=O)=O)C=CC1)(F)F (N-[3-(3-Trifluoromethylbenzyl)-ureidocarbothioyl]-benzamide). RXN SMILES: [F:1][C:2]([F:15])([F:14])[C:3]1[CH:4]=[C:5]([CH:11]=[CH:12][CH:13]=1)[CH2:6][NH:7][C:8]([NH2:10])=[O:9].[C:16]([N:24]=[C:25]=[S:26])(=[O:23])[C:17]1[CH:22]=[CH:21][CH:20]=[CH:19][CH:18]=1>CC(C)=O>[F:1][C:2]([F:14])([F:15])[C:3]1[CH:4]=[C:5]([CH:11]=[CH:12][CH:13]=1)[CH2:6][NH:7][C:8](=[O:9])[NH:10][C:25]([NH:24][C:16](=[O:23])[C:17]1[CH:18]=[CH:19][CH:20]=[CH:21][CH:22]=1)=[S:26]. Procedure: (3-Trifluoromethyl-benzyl)-urea (218 mg; 1.0 mmol) and 163 mg (1.0 mmol) benzoylisothiocyanate were dissolved in acetone and the mixture was heated to reflux. After 18 h of reflux HPLC-MS revealed almost complete conversion to expected product in a very clean reaction. The solvent was evaporated and the residue was dissolved in EtOAc (40 mL). Wash with 2M HCl (5 mL), water (2×5 mL) and brine (5 mL), and the organic phase was dried over MgSO4 and concentrated in vacuo to give 347 mg of a light ye... The reactants are ClC1=NC=C(C(=O)Cl)C=C1[N+](=O)[O-] (6-Chloro-5-nitronicotinoyl chloride), [OH-].[NH4+] (Ammonium hydroxide), CO (Methanol). Reaction conditions: time 60 minute. Product: NC1=NC=C(C(=O)OC)C=C1[N+](=O)[O-] (methyl 6-amino-5-nitronicotinate). Yield: 45.9%. RXN SMILES: Cl[C:2]1[C:10]([N+:11]([O-:13])=[O:12])=[CH:9][C:5]([C:6](Cl)=[O:7])=[CH:4][N:3]=1.[OH-:14].[NH4+:15].[CH3:16]O>>[NH2:15][C:2]1[C:10]([N+:11]([O-:13])=[O:12])=[CH:9][C:5]([C:6]([O:14][CH3:16])=[O:7])=[CH:4][N:3]=1 |f:1.2|. Procedure: 6-Chloro-5-nitronicotinoyl chloride (22.0 g, 0.1 mol) was cooled to +5° C. Methanol was added dropwise during 30 min and the reaction mixture was stirred for 60 min. The temperature was not allowed to raise over +10° C. Ammonium hydroxide (25%, 400 ml) was added dropwise to the reaction mixture and the mixture was stirred at room temperature for 20 h. The product was filtered off, washed with water and dried to give 9.0 g (45.9%) of the title compound.